From a dataset of the Open Reaction Database (ORD), a public repository of structured organic reaction records. describe an organic reaction: reactants, conditions, products, and yield The reactants are NCCCCN1CCC(CC1)C=1C=C(C=CC1)NC(C(C)C)=O (N-(3-[1-(4-aminobutyl)-4-piperidinyl]phenyl}-2-methylpropanamide), FC=1C=C(C(=O)Cl)C=CC1F (3,4-difluorobenzoyl chloride). The solvent is C1CCOC1.C(Cl)Cl (THF DCM). Product: FC=1C=C(C(=O)NCCCCN2CCC(CC2)C2=CC(=CC=C2)NC(C(C)C)=O)C=CC1F (3,4-DIFLUORO-N-(4-{4-[3-(ISOBUTYRYLAMINO)PHENYL]-1-PIPERIDINYL}BUTYL)BENZAMIDE). As a reaction SMILES: [NH2:1][CH2:2][CH2:3][CH2:4][CH2:5][N:6]1[CH2:11][CH2:10][CH:9]([C:12]2[CH:13]=[C:14]([NH:18][C:19](=[O:23])[CH:20]([CH3:22])[CH3:21])[CH:15]=[CH:16][CH:17]=2)[CH2:8][CH2:7]1.[F:24][C:25]1[CH:26]=[C:27]([CH:31]=[CH:32][C:33]=1[F:34])[C:28](Cl)=[O:29]>C1COCC1.C(Cl)Cl>[F:24][C:25]1[CH:26]=[C:27]([CH:31]=[CH:32][C:33]=1[F:34])[C:28]([NH:1][CH2:2][CH2:3][CH2:4][CH2:5][N:6]1[CH2:7][CH2:8][CH:9]([C:12]2[CH:17]=[CH:16][CH:15]=[C:14]([NH:18][C:19](=[O:23])[CH:20]([CH3:21])[CH3:22])[CH:13]=2)[CH2:10][CH2:11]1)=[O:29] |f:2.3|. Procedure: Prepared by Procedure Q2 (THF/DCM, 1:3) and Scheme AT using N-(3-[1-(4-aminobutyl)-4-piperidinyl]phenyl}-2-methylpropanamide and 3,4-difluorobenzoyl chloride: ESMS m/e: 458.0 (M+H)+. The reactants are [Br-], Fc1cc([Mg+])cc(OCc2ccccc2)c1, Fc1cc(Br)cc(OCc2ccccc2)c1, COC1CCCC1=O, [Mg], C1CCOC1. Yields the product COC1CCCC1(O)c1cc(F)cc(OCc2ccccc2)c1. RXN SMILES: [Br-:9].[CH2:10]([c:11]1[cH:12][cH:13][cH:14][cH:15][cH:16]1)[O:17][c:18]1[cH:19][c:20]([Mg+:25])[cH:21][c:22]([F:24])[cH:23]1.[CH2:26]([O:27][c:28]1[cH:29][c:30]([Br:31])[cH:32][c:33]([F:34])[cH:35]1)[c:36]1[cH:37][cH:38][cH:39][cH:40][cH:41]1.[CH3:1][O:2][CH:3]1[C:4](=[O:8])[CH2:5][CH2:6][CH2:7]1.[Mg:42].[O:43]1[CH2:44][CH2:45][CH2:46][CH2:47]1>>[CH3:1][O:2][CH:3]1[C:4]([OH:8])([c:20]2[cH:19][c:18]([O:17][CH2:10][c:11]3[cH:12][cH:13][cH:14][cH:15][cH:16]3)[cH:23][c:22]([F:24])[cH:21]2)[CH2:5][CH2:6][CH2:7]1. The reactants are ClC1=CC=CC2=C1C(N1[C@H](C=3N2C=NC3)CCC1)=O ((S)-8-chloro-11,12,13,13a-tetrahydro-9H-imidazo[1,5-a]pyrrolo[2,1-c][1,4]benzodiazepin-9-one), II (iodine). Solvent: CN(C=O)C (N,N-dimethylformamide). The product is ClC1=CC=CC2=C1C(N1[C@H](C=3N2C=NC3I)CCC1)=O ((S)-8-chloro-11,12,13,13a-tetrahydro-1-iodo-9H-imidazo[1,5-a]pyrrolo[2,1-c][1,4]benzodiazepin-9-one). As a reaction SMILES: [Cl:1][C:2]1[C:7]2[C:8](=[O:19])[N:9]3[CH2:18][CH2:17][CH2:16][C@H:10]3[C:11]3[N:12]([CH:13]=[N:14][CH:15]=3)[C:6]=2[CH:5]=[CH:4][CH:3]=1.[I:20]I>CN(C)C=O>[Cl:1][C:2]1[C:7]2[C:8](=[O:19])[N:9]3[CH2:18][CH2:17][CH2:16][C@H:10]3[C:11]3[N:12]([CH:13]=[N:14][C:15]=3[I:20])[C:6]=2[CH:5]=[CH:4][CH:3]=1. Procedure details: 27.3 g (100 mmol) of (S)-8-chloro-11,12,13,13a-tetrahydro-9H-imidazo[1,5-a]pyrrolo[2,1-c][1,4]benzodiazepin-9-one was stirred at 100° for 3 hours with 88 g (350 mmol) of iodine in 200 ml of N,N-dimethylformamide. The reaction mixture was cooled, the separated product was filtered off, rinsed with ethyl acetate and, after drying, there was obtained (S)-8-chloro-11,12,13,13a-tetrahydro-1-iodo-9H-imidazo[1,5-a]pyrrolo[2,1-c][1,4]benzodiazepin-9-one of melting point 298°-300°. Starting materials: BrCCCCCCCCCCCC (1-bromododecane), [Mg] (magnesium), C(C)(C)(C)[Li] (tert-butyl lithium), BrC1=CC(=CO1)C=O (5-bromo-3-furaldehyde), solution, Cl[Si](C)(C)C (chlorotrimethylsilane). The solvent is O1CCCC1 (tetrahydrofuran), O1CCCC1 (tetrahydrofuran), CCCCC (pentane). Run at time 8 hour. Product: OC(CCCCCCCCCCCC)C=1C=C(OC1)[Si](C)(C)C (4-(1-Hydroxytridecyl)-2-trimethylsilylfuran). As a reaction SMILES: Br[CH2:2][CH2:3][CH2:4][CH2:5][CH2:6][CH2:7][CH2:8][CH2:9][CH2:10][CH2:11][CH2:12][CH3:13].[Mg].Br[C:16]1[O:20][CH:19]=[C:18]([CH:21]=[O:22])[CH:17]=1.C([Li])(C)(C)C.Cl[Si:29]([CH3:32])([CH3:31])[CH3:30]>O1CCCC1.CCCCC>[OH:22][CH:21]([C:18]1[CH:17]=[C:16]([Si:29]([CH3:32])([CH3:31])[CH3:30])[O:20][CH:19]=1)[CH2:2][CH2:3][CH2:4][CH2:5][CH2:6][CH2:7][CH2:8][CH2:9][CH2:10][CH2:11][CH2:12][CH3:13]. Procedure: A mixture of 1-bromododecane (3.45 g, 14 mmol) and magnesium turnings (349 mg, 14.5 mmol) in tetrahydrofuran (10 ml) was refluxed under argon for 1 hour. After cooling to 0 degrees, a solution of 5-bromo-3-furaldehyde (2.42 g, 14 mmol) in tetrahydrofuran (3 ml) was added and conditions maintained or 20 minutes The mixture was further cooled to -78 degrees and tert-butyl lithium (a 1.7 M solution in pentane; 9.77 ml, 1.67 mmol) was added dropwise, followed by chlorotrimethylsilane (5.27 ml, 41.5 ... Isolated yield 65.6%. Yields the product ClC1=CC(=C(C#N)C=C1)ON=C(C)C (4-Chloro-2-[[(1-methylethylidene)amino]oxy]benzonitrile). Starting materials: O (water), [K] (potassium), ClC1=CC(=C(C#N)C=C1)[N+](=O)[O-] (4-chloro-2-nitro-benzonitrile), CC(C)=NO (acetone oxime). As a reaction SMILES: [CH3:1][C:2](=[N:4][OH:5])[CH3:3].[K].[Cl:7][C:8]1[CH:15]=[CH:14][C:11]([C:12]#[N:13])=[C:10]([N+]([O-])=O)[CH:9]=1.O>CN(C)C=O>[Cl:7][C:8]1[CH:15]=[CH:14][C:11]([C:12]#[N:13])=[C:10]([O:5][N:4]=[C:2]([CH3:3])[CH3:1])[CH:9]=1 |^1:5|. Reported procedure: In 75 ml of dry N,N-dimethylformamide was dissolved acetone oxime (1.21 g), followed by potassium tertiaryl butoxide (1.85 g) and stirred under nitrogen. After 30 minutes, 4-chloro-2-nitro-benzonitrile (2.00 g) was added. After an additional 30 minutes the reaction was poured into water (500 ml) and filtered. The solid was collected and dissolved in DCM (250 ml), dried (MgSO4), and concentrated in vacuo. The resulting solid was recrystallized from ethanol to yield 1.5 g of the product, m.p. 83-8... The solvent is CN(C=O)C (N,N-dimethylformamide). Conditions: time 30 minute. Reactants: BrC=1C=C(C(N(C1)C1=CC=CC=C1)=O)C1=C(C=CC=C1)C#N (5-Bromo-3-(2-cyanophenyl)-1-phenyl-1,2-dihydropyridin-2-one), tetrakistriphenylphosphine palladium, O (water), [N+](=O)([O-])C1=C(C=CC=C1)B(O)O (2-nitrophenylboronic acid), C([O-])([O-])=O.[Cs+].[Cs+] (cesium carbonate). The solvent is CN(C=O)C (dimethylformamide). Reaction conditions: temperature 120 celsius, time 4 hour. Product: C(#N)C1=C(C=CC=C1)C=1C(N(C=C(C1)C1=C(C=CC=C1)[N+](=O)[O-])C1=CC=CC=C1)=O (3-(2-Cyanophenyl)-5-(2-nitrophenyl)-1-phenyl-1,2-dihydropyridin-2-one). Yield: 31.2%. RXN SMILES: Br[C:2]1[CH:3]=[C:4]([C:15]2[CH:20]=[CH:19][CH:18]=[CH:17][C:16]=2[C:21]#[N:22])[C:5](=[O:14])[N:6]([C:8]2[CH:13]=[CH:12][CH:11]=[CH:10][CH:9]=2)[CH:7]=1.[N+:23]([C:26]1[CH:31]=[CH:30][CH:29]=[CH:28][C:27]=1B(O)O)([O-:25])=[O:24].C(=O)([O-])[O-].[Cs+].[Cs+].O>CN(C)C=O>[C:21]([C:16]1[CH:17]=[CH:18][CH:19]=[CH:20][C:15]=1[C:4]1[C:5](=[O:14])[N:6]([C:8]2[CH:13]=[CH:12][CH:11]=[CH:10][CH:9]=2)[CH:7]=[C:2]([C:27]2[CH:28]=[CH:29][CH:30]=[CH:31][C:26]=2[N+:23]([O-:25])=[O:24])[CH:3]=1)#[N:22] |f:2.3.4|. Procedure details: 5-Bromo-3-(2-cyanophenyl)-1-phenyl-1,2-dihydropyridin-2-one (100 mg), 60 mg of 2-nitrophenylboronic acid and 130 mg of cesium carbonate were suspended in 10 ml of dimethylformamide, then 20 mg of tetrakistriphenylphosphine palladium were added and the mixture was stirred at 120° C. in a nitrogen atmosphere for 4 hours. After allowing to cool, the reaction solution was poured into water, the mixture was extracted with ethyl acetate, the extract was dried over anhydrous magnesium sulfate, the solv...